Dataset: the Open Reaction Database (ORD), a public repository of structured organic reaction records. Task: describe an organic reaction: reactants, conditions, products, and yield The reactants are Cl[O-].[Na+] (sodium hypochlorite), C([O-])(O)=O.[Na+] (sodium bicarbonate), C1(CCCCCCCCCCC1)CO (cyclododecane methanol), CC1(CCCC(N1[O])(C)C)C (TEMPO), [Br-].[Na+] (sodium bromide). Run in C(Cl)Cl (methylene chloride), C(Cl)Cl (methylene chloride), O (water). Product: C1(CCCCCCCCCCC1)C=O (Cyclododecanecarboxaldehyde). The yield is 96.1%. RXN SMILES: [CH:1]1([CH2:13][OH:14])[CH2:12][CH2:11][CH2:10][CH2:9][CH2:8][CH2:7][CH2:6][CH2:5][CH2:4][CH2:3][CH2:2]1.CC1(C)N([O])C(C)(C)CCC1.[Br-].[Na+].Cl[O-].[Na+].C(=O)(O)[O-].[Na+]>C(Cl)Cl.O>[CH:1]1([CH:13]=[O:14])[CH2:12][CH2:11][CH2:10][CH2:9][CH2:8][CH2:7][CH2:6][CH2:5][CH2:4][CH2:3][CH2:2]1 |f:2.3,4.5,6.7,^1:18|. Procedure: To a solution of 9.92 g (50 mmol) of cyclododecane methanol in 100 ml of methylene chloride under a nitrogen atmosphere is added 50 mg of 2,2,6,6-tetramethyl-1-piperidinyloxy, free radical (TEMPO) and 510 mg (5 mmol) of sodium bromide in 5 ml of water. The solution is cooled to 10°-15° C. and a solution of 100 ml of 5.25% aqueous sodium hypochlorite and 2.0 g of sodium bicarbonate is added over 1 hour. The reaction mixture is allowed to warm to room temperature and after 1 hour is diluted with m...